describe an organic reaction: reactants, conditions, products, and yield From a dataset of the Open Reaction Database (ORD), a public repository of structured organic reaction records. Starting materials: CN1N=CC=C1B(O)O ((1-Methyl-1H-pyrazol-5-yl)boronic acid), C([O-])([O-])=O.[Na+].[Na+] (sodium carbonate), BrC=1C=CC(=C(C(=O)NC=2C=NC=CC2)C1)OCC1=CC=C(C=C1)F (5-Bromo-2-{[(4-fluorophenyl)methyl]oxy}-N-3-pyridinylbenzamide). The reagents and catalysts are C=1C=CC(=CC1)[P](C=2C=CC=CC2)(C=3C=CC=CC3)[Pd]([P](C=4C=CC=CC4)(C=5C=CC=CC5)C=6C=CC=CC6)([P](C=7C=CC=CC7)(C=8C=CC=CC8)C=9C=CC=CC9)[P](C=1C=CC=CC1)(C=1C=CC=CC1)C=1C=CC=CC1 (tetrakis(triphenylphosphine)palladium(0)). Run in COCCOC (1,2-dimethoxyethane). Conditions: temperature 120 celsius. Product: FC1=CC=C(C=C1)COC1=C(C(=O)NC=2C=NC=CC2)C=C(C=C1)C1=CC=NN1C (2-{[(4-Fluorophenyl)methyl]oxy}-5-(1-methyl-1H-pyrazol-5-yl)-N-3-pyridinylbenzamide). RXN SMILES: [CH3:1][N:2]1[C:6](B(O)O)=[CH:5][CH:4]=[N:3]1.C(=O)([O-])[O-].[Na+].[Na+].Br[C:17]1[CH:18]=[CH:19][C:20]([O:32][CH2:33][C:34]2[CH:39]=[CH:38][C:37]([F:40])=[CH:36][CH:35]=2)=[C:21]([CH:31]=1)[C:22]([NH:24][C:25]1[CH:26]=[N:27][CH:28]=[CH:29][CH:30]=1)=[O:23]>COCCOC.C1C=CC([P]([Pd]([P](C2C=CC=CC=2)(C2C=CC=CC=2)C2C=CC=CC=2)([P](C2C=CC=CC=2)(C2C=CC=CC=2)C2C=CC=CC=2)[P](C2C=CC=CC=2)(C2C=CC=CC=2)C2C=CC=CC=2)(C2C=CC=CC=2)C2C=CC=CC=2)=CC=1>[F:40][C:37]1[CH:38]=[CH:39][C:34]([CH2:33][O:32][C:20]2[CH:19]=[CH:18][C:17]([C:6]3[N:2]([CH3:1])[N:3]=[CH:4][CH:5]=3)=[CH:31][C:21]=2[C:22]([NH:24][C:25]2[CH:26]=[N:27][CH:28]=[CH:29][CH:30]=2)=[O:23])=[CH:35][CH:36]=1 |f:1.2.3,^1:50,52,71,90|. Procedure details: (1-Methyl-1H-pyrazol-5-yl)boronic acid (30.1 mg, 0.24 mmol), sodium carbonate (0.40 ml, 0.40 mmol) and tetrakis(triphenylphosphine)palladium(0) (13.82 mg, 0.01 mmol) were added to a solution of 5-bromo-2-{[(4-fluorophenyl)methyl]oxy}-N-3-pyridinylbenzamide (may be prepared as described in Example 59; 80 mg, 0.20 mmol) in 1,2-dimethoxyethane (3 ml). The mixture was heated at 120° C. for 1 hour. The solvent was removed in vacuo and purified by MDAP to yield the title compound as a brown gum. 13 mg... Starting materials: CC(C)(C)OC(=O)NC(C(=O)O)c1ccc(O)cc1, O=C([O-])[O-], O=Cc1ccc(F)cc1, [K+], [K+], CN(C)C=O, O. The product is CC(C)(C)OC(=O)NC(C(=O)O)c1ccc(Oc2ccc(C=O)cc2)cc1. Reaction SMILES: [C:16]([CH3:17])([CH3:18])([CH3:19])[O:20][C:21](=[O:22])[NH:23][CH:24]([C:25](=[O:26])[OH:27])[c:28]1[cH:29][cH:30][c:31]([OH:34])[cH:32][cH:33]1.[C:1](=[O:2])([O-:3])[O-:4].[F:7][c:8]1[cH:9][cH:10][c:11]([CH:12]=[O:13])[cH:14][cH:15]1.[K+:5].[K+:6].[O:35]=[CH:36][N:37]([CH3:38])[CH3:39].[OH2:40]>>[c:8]1([O:34][c:31]2[cH:30][cH:29][c:28]([CH:24]([NH:23][C:21]([O:20][C:16]([CH3:17])([CH3:18])[CH3:19])=[O:22])[C:25](=[O:26])[OH:27])[cH:33][cH:32]2)[cH:9][cH:10][c:11]([CH:12]=[O:13])[cH:14][cH:15]1. Starting materials: C(C1=CC=CC=C1)OC1=C(C=C(C=C1)Br)F (1-benzyloxy-4-bromo-2-fluoro-benzene), C(C=C)(=O)OC (methyl acrylate), TEA, F[B-](F)(F)F.C(C)(C)(C)P(C(C)(C)C)C(C)(C)C (tri-t-butylphosphine tetrafluoroborate). Reagents/catalysts: C=1C=CC(=CC1)/C=C/C(=O)/C=C/C2=CC=CC=C2.C=1C=CC(=CC1)/C=C/C(=O)/C=C/C2=CC=CC=C2.C=1C=CC(=CC1)/C=C/C(=O)/C=C/C2=CC=CC=C2.[Pd].[Pd] (Pd2(dba)3). The solvent is O1CCOCC1 (1,4-dioxane). Reaction conditions: temperature 100 celsius, time 6 hour. Yields the product COC(\C=C\C1=CC(=C(C=C1)OCC1=CC=CC=C1)F)=O ((E)-3-(4-benzyloxy-3-fluoro-phenyl)-acrylic acid methyl ester). The yield is 22.0%. Reaction SMILES: [CH2:1]([O:8][C:9]1[CH:14]=[CH:13][C:12](Br)=[CH:11][C:10]=1[F:16])[C:2]1[CH:7]=[CH:6][CH:5]=[CH:4][CH:3]=1.[C:17]([O:21][CH3:22])(=[O:20])[CH:18]=[CH2:19].F[B-](F)(F)F.C(P(C(C)(C)C)C(C)(C)C)(C)(C)C>C1C=CC(/C=C/C(/C=C/C2C=CC=CC=2)=O)=CC=1.C1C=CC(/C=C/C(/C=C/C2C=CC=CC=2)=O)=CC=1.C1C=CC(/C=C/C(/C=C/C2C=CC=CC=2)=O)=CC=1.[Pd].[Pd].O1CCOCC1>[CH3:22][O:21][C:17](=[O:20])/[CH:18]=[CH:19]/[C:12]1[CH:13]=[CH:14][C:9]([O:8][CH2:1][C:2]2[CH:7]=[CH:6][CH:5]=[CH:4][CH:3]=2)=[C:10]([F:16])[CH:11]=1 |f:2.3,4.5.6.7.8|. Procedure details: 1-Benzyloxy-4-bromo-2-fluoro-benzene (1.62 g, 5.7 mmol) obtained in Step A was added with methyl acrylate (1 mL), 1,4-dioxane (19 mL), Pd2(dba)3(0.1 g, 0.11 mmol), TEA (1.6 mL, 11.4 mmol) and tri-t-butylphosphine tetrafluoroborate (0.16 g, 0.57 mmol), and the mixture was stirred at 100° C. for 6 hours. The reactant was filtered by using celite, and the filtrate was washed with EtOAc and purified by column chromatography to obtain the title compound (0.37 g, 22%).